Dataset: the Open Reaction Database (ORD), a public repository of structured organic reaction records. Task: describe an organic reaction: reactants, conditions, products, and yield Starting materials: [Al+3], Cl, [H-], [H-], [H-], [H-], [Li+], C1CCOC1, O, COc1ccc2c(C(=O)c3ccc(OCCN4CCCCC4)cc3)c(O)ccc2c1. The product is COc1ccc2c(C(O)c3ccc(OCCN4CCCCC4)cc3)c(O)ccc2c1. As a reaction SMILES: [Al+3:32].[ClH:37].[H-:31].[H-:34].[H-:35].[H-:36].[Li+:33].[O:38]1[CH2:39][CH2:40][CH2:41][CH2:42]1.[OH2:43].[OH:1][c:2]1[c:3]([C:14](=[O:15])[c:16]2[cH:17][cH:18][c:19]([O:22][CH2:23][CH2:24][N:25]3[CH2:26][CH2:27][CH2:28][CH2:29][CH2:30]3)[cH:20][cH:21]2)[c:4]2[cH:5][cH:6][c:7]([O:12][CH3:13])[cH:8][c:9]2[cH:10][cH:11]1>>[OH:1][c:2]1[c:3]([CH:14]([OH:15])[c:16]2[cH:17][cH:18][c:19]([O:22][CH2:23][CH2:24][N:25]3[CH2:26][CH2:27][CH2:28][CH2:29][CH2:30]3)[cH:20][cH:21]2)[c:4]2[cH:5][cH:6][c:7]([O:12][CH3:13])[cH:8][c:9]2[cH:10][cH:11]1. The reactants are FC(C(=O)O)(F)F.NC1CC2SCC(N2C1=O)C#N (6-amino-5-oxohexahydropyrrolo[2,1-b]thiazole-3-carbonitrile trifluoroacetate), C1(=CC=CC=C1)CCC=O (3-phenylpropionaldehyde), C(C)(=O)[O-].[Na+] (sodium acetate), C(C)(=O)O[BH-](OC(C)=O)OC(C)=O.[Na+] (sodium triacetoxyborohydride). Run in C(Cl)Cl (methylene chloride), C(C)(=O)O (acetic acid), C(OC)COC (dimethoxyethane). Reaction conditions: time 8 hour. Product: O=C1[C@@H](C[C@@H]2SC[C@H](N21)C#N)NCCCC2=CC=CC=C2 ((3R,6R,7aS)-5-Oxo-6-(3-phenylpropylamino)-hexahydropyrrolo[2,1-b]thiazole-3-carbonitrile). As a reaction SMILES: FC(F)(F)C(O)=O.[NH2:8][CH:9]1[C:16](=[O:17])[N:15]2[CH:11]([S:12][CH2:13][CH:14]2[C:18]#[N:19])[CH2:10]1.[C:20]1([CH2:26][CH2:27][CH:28]=O)[CH:25]=[CH:24][CH:23]=[CH:22][CH:21]=1.C([O-])(=O)C.[Na+].C(O[BH-](OC(=O)C)OC(=O)C)(=O)C.[Na+]>C(Cl)Cl.C(COC)OC.C(O)(=O)C>[O:17]=[C:16]1[N:15]2[C@@H:11]([S:12][CH2:13][C@H:14]2[C:18]#[N:19])[CH2:10][C@H:9]1[NH:8][CH2:28][CH2:27][CH2:26][C:20]1[CH:25]=[CH:24][CH:23]=[CH:22][CH:21]=1 |f:0.1,3.4,5.6|. Procedure: 30 mg of (3R,6R,7aS)-(6-amino-5-oxohexahydropyrrolo[2,1-b]thiazole-3-carbonitrile trifluoroacetate, 0.0132 ml of 3-phenylpropionaldehyde and 0.115 ml of glacial acetic acid were heated in 1.5 ml of methylene chloride at 40° C. for 20 minutes. The mixture was then cooled to room temperature, 8.3 mg of sodium acetate, 0.5 ml of dimethoxyethane and 27.8 mg of sodium triacetoxyborohydride were added, and the mixture was stirred at RT overnight. After concentration of the mixture, the residue was pur...